Dataset: the Open Reaction Database (ORD), a public repository of structured organic reaction records. Task: describe an organic reaction: reactants, conditions, products, and yield Reactants: OC1CCCN(Cc2ccccc2)C1, O=[N+]([O-])c1ccc(F)cc1, [H-], [Na+], CN(C)C=O, O. The product is O=[N+]([O-])c1ccc(OC2CCCN(Cc3ccccc3)C2)cc1. Reaction SMILES: [CH2:1]([c:2]1[cH:3][cH:4][cH:5][cH:6][cH:7]1)[N:8]1[CH2:9][CH:10]([OH:14])[CH2:11][CH2:12][CH2:13]1.[F:15][c:16]1[cH:17][cH:18][c:19]([N+:22](=[O:23])[O-:24])[cH:20][cH:21]1.[H-:25].[Na+:26].[O:27]=[CH:28][N:29]([CH3:30])[CH3:31].[OH2:32]>>[CH2:1]([c:2]1[cH:3][cH:4][cH:5][cH:6][cH:7]1)[N:8]1[CH2:9][CH:10]([O:14][c:16]2[cH:17][cH:18][c:19]([N+:22](=[O:23])[O-:24])[cH:20][cH:21]2)[CH2:11][CH2:12][CH2:13]1. Solvent: C1CCOC1 (THF), C1CCOC1 (THF), C1CCOC1 (THF). The yield is 61.3%. RXN SMILES: [CH3:1][C:2]1[S:3][C:4]([C:7]([OH:9])=[O:8])=[CH:5][N:6]=1.[Li+].CC([N-]C(C)C)C.Cl[CH2:19][C:20]1[C:21]([C:26]2[CH:31]=[CH:30][CH:29]=[CH:28][CH:27]=2)=[N:22][O:23][C:24]=1[CH3:25]>C1COCC1>[CH3:25][C:24]1[O:23][N:22]=[C:21]([C:26]2[CH:27]=[CH:28][CH:29]=[CH:30][CH:31]=2)[C:20]=1[CH2:19][CH2:1][C:2]1[S:3][C:4]([C:7]([OH:9])=[O:8])=[CH:5][N:6]=1 |f:1.2|. Procedure details: To a stirred solution of 2-methyl-thiazole-5-carboxylic acid (100 mg, 0.7 mmol) in THF (5 mL) at −72° C. and under argon was added LDA (0.7 mL of a 2M solution in THF, 1.40 mmol) dropwise. After 1.5 h a solution of 4-chloromethyl-5-methyl-3-phenyl-isoxazole (145 mg, 0.7 mmol) in THF (5 mL) was added dropwise. After 1 h the reaction mixture was quenched with HCl (1N, 10 mL) then warmed to room temperature and extracted with ethyl acetate. The combined extracts were dried, filtered and concentrate... Product: CC1=C(C(=NO1)C1=CC=CC=C1)CCC=1SC(=CN1)C(=O)O (2-[2-(5-Methyl-3-phenyl-isoxazol-4-yl)-ethyl]-thiazole-5-carboxylic acid). The reactants are ClCC=1C(=NOC1C)C1=CC=CC=C1 (4-chloromethyl-5-methyl-3-phenyl-isoxazole), CC=1SC(=CN1)C(=O)O (2-methyl-thiazole-5-carboxylic acid), [Li+].CC(C)[N-]C(C)C (LDA), solution. The reactants are C(C1=CC=CC=C1)OC1=CC=C(C=C1)C1=C(N=NC(=C1)Cl)CCCC (4-(4-benzyloxy-phenyl)-3-butyl-6-chloro-pyridazine), C(C)(C)(C)OC(=O)N1CCC(CC1)N (4-amino-piperidine-1-carboxylic acid tert-butyl ester), Mo(CO)6, trans-di-μ-acetobis[2-(di-o-tolylphosphino)benzyl]dipalladium(II), C1CCC2=NCCCN2CC1 (DBU), C1CCOC1 (THF). Run at temperature 150 celsius. The product is C(C)(C)(C)OC(=O)N1CCC(CC1)NC(=O)C=1N=NC(=C(C1)C1=CC=C(C=C1)OCC1=CC=CC=C1)CCCC (4-{[5-(4-benzyloxy-phenyl)-6-butyl-pyridazine-3-carbonyl]-amino}-piperidine-1-carboxylic acid tert-butyl ester). RXN SMILES: [CH2:1]([O:8][C:9]1[CH:14]=[CH:13][C:12]([C:15]2[CH:20]=[C:19](Cl)[N:18]=[N:17][C:16]=2[CH2:22][CH2:23][CH2:24][CH3:25])=[CH:11][CH:10]=1)[C:2]1[CH:7]=[CH:6][CH:5]=[CH:4][CH:3]=1.[C:26]([O:30][C:31]([N:33]1[CH2:38][CH2:37][CH:36]([NH2:39])[CH2:35][CH2:34]1)=[O:32])([CH3:29])([CH3:28])[CH3:27].C1CCN2C(=NCCC2)CC1.C1C[O:54][CH2:53]C1>>[C:26]([O:30][C:31]([N:33]1[CH2:38][CH2:37][CH:36]([NH:39][C:53]([C:19]2[N:18]=[N:17][C:16]([CH2:22][CH2:23][CH2:24][CH3:25])=[C:15]([C:12]3[CH:13]=[CH:14][C:9]([O:8][CH2:1][C:2]4[CH:7]=[CH:6][CH:5]=[CH:4][CH:3]=4)=[CH:10][CH:11]=3)[CH:20]=2)=[O:54])[CH2:35][CH2:34]1)=[O:32])([CH3:29])([CH3:27])[CH3:28]. Procedure: A 5.0 mL vial was charged with 4-(4-benzyloxy-phenyl)-3-butyl-6-chloro-pyridazine (Example 1, 0.3 g, 0.85 mmol), 4-amino-piperidine-1-carboxylic acid tert-butyl ester (0.51 g, 2.5 mmol), Mo(CO)6 (0.22 g, 0.85 mmol), (trans-di-μ-acetobis[2-(di-o-tolylphosphino)benzyl]dipalladium(II) (0.08 g, 0.085 mmol) and THF (3.0 mL). DBU (0.16 g, 1.06 mmol) was added, and the vial was immediately sealed. The reaction mixture was then exposed to microwave heating for 15 min at a pre-selected maximum temperatur... The reactants are Cl.COC=1C=C(C=CC1OC)C=1C(C(N(N1)C1CCNCC1)=O)(C)C (5-(3,4-dimethoxyphenyl)-4,4-dimethyl-2-(piperidin-4-yl)-2,4-dihydro-3H-pyrazol-3-one hydrochloride), Cl.COC=1C=C(C=CC1OC)C=1C(C(N(N1)C1CCNCC1)=O)(C)C (5-(3,4-dimethoxyphenyl)-4,4-dimethyl-2-(piperidin-4-yl)-2,4-dihydro-3H-pyrazol-3-one hydrochloride), C1=NC=CC=2C(=CC=CC12)C(=O)O (isoquinoline-5-carboxylic acid). Product: COC=1C=C(C=CC1OC)C=1C(C(N(N1)C1CCN(CC1)C(=O)C1=C2C=CN=CC2=CC=C1)=O)(C)C (5-(3,4-Dimethoxyphenyl)-2-[1-(isoquinolin-5-ylcarbonyl)piperidin-4-yl]-4,4-dimethyl-2,4-dihydro-3H-pyrazol-3-one). Reaction SMILES: Cl.[CH3:2][O:3][C:4]1[CH:5]=[C:6]([C:12]2[C:13]([CH3:25])([CH3:24])[C:14](=[O:23])[N:15]([CH:17]3[CH2:22][CH2:21][NH:20][CH2:19][CH2:18]3)[N:16]=2)[CH:7]=[CH:8][C:9]=1[O:10][CH3:11].[CH:26]1[C:35]2[CH:34]=[CH:33][CH:32]=[C:31]([C:36](O)=[O:37])[C:30]=2[CH:29]=[CH:28][N:27]=1>>[CH3:2][O:3][C:4]1[CH:5]=[C:6]([C:12]2[C:13]([CH3:25])([CH3:24])[C:14](=[O:23])[N:15]([CH:17]3[CH2:22][CH2:21][N:20]([C:36]([C:31]4[CH:32]=[CH:33][CH:34]=[C:35]5[C:30]=4[CH:29]=[CH:28][N:27]=[CH:26]5)=[O:37])[CH2:19][CH2:18]3)[N:16]=2)[CH:7]=[CH:8][C:9]=1[O:10][CH3:11] |f:0.1|. Procedure: The title compound is prepared analogously as described for GP2-WU2 using 5-(3,4-dimethoxyphenyl)-4,4-dimethyl-2-(piperidin-4-yl)-2,4-dihydro-3H-pyrazol-3-one (compound B1) and isoquinoline-5-carboxylic acid as starting compounds. The crude product is purified by chromatography (amino phase silica gel and DCM) and by crystallization from DCM and diethyl ether to yield the title compound. The reactants are CO, CC(=O)O, O, O=C(COCc1ccccc1)C1CCCN1C(=O)C1CCCN1C(=O)NCc1ccccc1. Yields the product O=C(CO)C1CCCN1C(=O)C1CCCN1C(=O)NCc1ccccc1. As a reaction SMILES: [CH3:34][OH:35].[CH3:37][C:38](=[O:39])[OH:40].[OH2:36].[c:1]1([CH2:7][NH:8][C:9](=[O:10])[N:11]2[CH:12]([C:16](=[O:17])[N:18]3[CH:19]([C:23]([CH2:24][O:25][CH2:26][c:27]4[cH:28][cH:29][cH:30][cH:31][cH:32]4)=[O:33])[CH2:20][CH2:21][CH2:22]3)[CH2:13][CH2:14][CH2:15]2)[cH:2][cH:3][cH:4][cH:5][cH:6]1>>[c:1]1([CH2:7][NH:8][C:9](=[O:10])[N:11]2[CH:12]([C:16](=[O:17])[N:18]3[CH:19]([C:23]([CH2:24][OH:25])=[O:33])[CH2:20][CH2:21][CH2:22]3)[CH2:13][CH2:14][CH2:15]2)[cH:2][cH:3][cH:4][cH:5][cH:6]1. Starting materials: COC([C@H](CC1=CC(=CC(=C1)F)F)NC(=O)OC(C)(C)C)=O ((2S)-2-[(tert-butoxycarbonyl)amino]-3-(3,5-difluorophenyl)propanoic acid methyl ester), C(C)(=O)O (acetic acid), ICCl (iodochloromethane), [Li+].CC(C)[N-]C(C)C (LDA). Run in C1CCOC1 (THF), C(C)(C)(C)OC (methyl t-butyl ether), O (water). Reaction conditions: time 15 minute. Yields the product ClCC([C@H](CC1=CC(=CC(=C1)F)F)NC(OC(C)(C)C)=O)=O (tert-butyl (1S)-3-chloro-1-(3,5-difluorobenzyl)-2-oxopropylcarbamate). RXN SMILES: CO[C:3](=[O:22])[C@@H:4]([NH:14][C:15]([O:17][C:18]([CH3:21])([CH3:20])[CH3:19])=[O:16])[CH2:5][C:6]1[CH:11]=[C:10]([F:12])[CH:9]=[C:8]([F:13])[CH:7]=1.I[CH2:24][Cl:25].[Li+].CC([N-]C(C)C)C.C(O)(=O)C>C(OC)(C)(C)C.O.C1COCC1>[Cl:25][CH2:24][C:3](=[O:22])[C@@H:4]([NH:14][C:15](=[O:16])[O:17][C:18]([CH3:19])([CH3:20])[CH3:21])[CH2:5][C:6]1[CH:7]=[C:8]([F:13])[CH:9]=[C:10]([F:12])[CH:11]=1 |f:2.3|. Procedure: To a 1-L 3-neck round bottom flask equipped with a magnetic stirrer, nitrogen inlet, thermocouple and additional funnel is added (2S)-2-[(tert-butoxycarbonyl)amino]-3-(3,5-difluorophenyl)propanoic acid methyl ester (II, EXAMPLE 1, 10.0 g, 0.0317 moles, 1 equivalent) followed by THF (175 mL) then cooled to −78°. Once the mixture is cooled, iodochloromethane (9.25 mL, 0.127 moles, 4 equivalents) is added in one portion via syringe. The addition funnel is charged with LDA (79 mL, 0.158 moles, 5 equ... The reactants are CC(C)(C)P(C(C)(C)C)C(C)(C)C, CC(C)(C)P(C(C)(C)C)C(C)(C)C, CCCCCCCCCCCCCCCC[N+](C)(C)C, CC(C)(C)[Si](C)(C)OCC1NCCN2CCCC12, Cc1ccccc1, [Cl-], Cc1cc(F)ccc1-c1cc(Cl)ncc1N(C)C(=O)C(C)(C)c1cc(C(F)(F)F)cc(C(F)(F)F)c1, [Na+], [OH-], [Pd]. The product is Cc1cc(F)ccc1-c1cc(N2CCN3CCCC3C2CO[Si](C)(C)C(C)(C)C)ncc1N(C)C(=O)C(C)(C)c1cc(C(F)(F)F)cc(C(F)(F)F)c1. As a reaction SMILES: [C:86]([P:87]([C:88]([CH3:89])([CH3:90])[CH3:91])[C:92]([CH3:93])([CH3:94])[CH3:95])([CH3:96])([CH3:97])[CH3:98].[C:99]([P:100]([C:101]([CH3:102])([CH3:103])[CH3:104])[C:105]([CH3:106])([CH3:107])[CH3:108])([CH3:109])([CH3:110])[CH3:111].[CH2:65]([N+:66]([CH3:67])([CH3:68])[CH3:69])[CH2:70][CH2:71][CH2:72][CH2:73][CH2:74][CH2:75][CH2:76][CH2:77][CH2:78][CH2:79][CH2:80][CH2:81][CH2:82][CH2:83][CH3:84].[CH3:1][C:2]([CH3:3])([CH3:4])[Si:5]([O:6][CH2:7][CH:8]1[CH:9]2[N:10]([CH2:11][CH2:12][NH:13]1)[CH2:14][CH2:15][CH2:16]2)([CH3:17])[CH3:18].[CH3:57][c:58]1[cH:59][cH:60][cH:61][cH:62][cH:63]1.[Cl-:64].[F:19][C:20]([c:21]1[cH:22][c:23]([C:31]([C:32](=[O:33])[N:34]([CH3:35])[c:36]2[cH:37][n:38][c:39]([Cl:50])[cH:40][c:41]2-[c:42]2[c:43]([CH3:49])[cH:44][c:45]([F:48])[cH:46][cH:47]2)([CH3:51])[CH3:52])[cH:24][c:25]([C:27]([F:28])([F:29])[F:30])[cH:26]1)([F:53])[F:54].[Na+:56].[OH-:55].[Pd:85]>>[CH3:1][C:2]([CH3:3])([CH3:4])[Si:5]([O:6][CH2:7][CH:8]1[CH:9]2[N:10]([CH2:11][CH2:12][N:13]1[c:39]1[n:38][cH:37][c:36]([N:34]([C:32]([C:31]([c:23]3[cH:22][c:21]([C:20]([F:19])([F:53])[F:54])[cH:26][c:25]([C:27]([F:28])([F:29])[F:30])[cH:24]3)([CH3:51])[CH3:52])=[O:33])[CH3:35])[c:41](-[c:42]3[c:43]([CH3:49])[cH:44][c:45]([F:48])[cH:46][cH:47]3)[cH:40]1)[CH2:14][CH2:15][CH2:16]2)([CH3:17])[CH3:18]. Starting materials: CCO, Cc1c(C(=O)c2ccc(F)cc2)cccc1[N+](=O)[O-], Cl, [H][H], O, Cl[Pd]Cl. The product is Cc1c(N)cccc1C(=O)c1ccc(F)cc1. RXN SMILES: [CH3:24][CH2:25][OH:26].[CH3:2][c:3]1[c:4]([C:5](=[O:6])[c:7]2[cH:8][cH:9][c:10]([F:13])[cH:11][cH:12]2)[cH:14][cH:15][cH:16][c:17]1[N+:18]([O-:19])=[O:20].[ClH:1].[H:21][H:22].[OH2:23].[Pd:27]([Cl:28])[Cl:29]>>[CH3:2][c:3]1[c:4]([C:5](=[O:6])[c:7]2[cH:8][cH:9][c:10]([F:13])[cH:11][cH:12]2)[cH:14][cH:15][cH:16][c:17]1[NH2:18].